This data is from the Open Reaction Database (ORD), a public repository of structured organic reaction records. The task is: describe an organic reaction: reactants, conditions, products, and yield Starting materials: BrBr (bromine), C(C)(=O)C=1OC2=C(C1)C=C(C=C2)C#N (2-acetyl-5-benzofurancarbonitrile), C(Cl)(Cl)Cl (chloroform). Run in ClCCl (dichloromethane), ClCCl (dichloromethane). Yields the product BrCC(=O)C=1OC2=C(C1)C=C(C=C2)C#N (2-(2-bromo-1-oxoethyl)-5-benzofurancarbonitrile). Yield: 70.1%. RXN SMILES: [C:1]([C:4]1[O:5][C:6]2[CH:12]=[CH:11][C:10]([C:13]#[N:14])=[CH:9][C:7]=2[CH:8]=1)(=[O:3])[CH3:2].[Br:15]Br.C(Cl)(Cl)Cl>ClCCl>[Br:15][CH2:2][C:1]([C:4]1[O:5][C:6]2[CH:12]=[CH:11][C:10]([C:13]#[N:14])=[CH:9][C:7]=2[CH:8]=1)=[O:3]. Procedure details: 21.0 g of 2-acetyl-5-benzofurancarbonitrile was dissolved in 300 ml of dichloromethane. With stirring at a temperature of -10° C., 30 ml of dichloromethane solution containing 18.2 g of bromine was added dropwise to the above solution. After gradually warming up to ice-cold temperature, the resulting reaction solution was mixed with chloroform and washed with 10% sodium thiosulfate aqueous solution. After drying the organic layer and subsequent concentration to dryness, the resulting residue was...